This data is from the Open Reaction Database (ORD), a public repository of structured organic reaction records. The task is: describe an organic reaction: reactants, conditions, products, and yield The reactants are CCOC(=O)CCCC(Br)C(=O)c1ccc(F)cc1, CO, CCOC(C)=O, O=C[O-], [Na+]. Yields the product CCOC(=O)CCCC(O)C(=O)c1ccc(F)cc1. Reaction SMILES: [Br:1][CH:2]([CH2:3][CH2:4][CH2:5][C:6](=[O:7])[O:8][CH2:9][CH3:10])[C:11](=[O:12])[c:13]1[cH:14][cH:15][c:16]([F:19])[cH:17][cH:18]1.[CH3:24][OH:25].[CH3:26][CH2:27][O:28][C:29](=[O:30])[CH3:31].[CH:20](=[O:21])[O-:22].[Na+:23]>>[CH:2]([CH2:3][CH2:4][CH2:5][C:6](=[O:7])[O:8][CH2:9][CH3:10])([C:11](=[O:12])[c:13]1[cH:14][cH:15][c:16]([F:19])[cH:17][cH:18]1)[OH:21]. Reactants: CCOC(=O)c1c(-c2ccccc2Cl)csc1N1C(=O)c2ccccc2C1=O, CO, Cl, [Na+], [OH-], O. The product is O=C(O)c1c(-c2ccccc2Cl)csc1N1C(=O)c2ccccc2C1=O. RXN SMILES: [CH2:5]([CH3:6])[O:7][C:8](=[O:9])[c:10]1[c:11]([N:22]2[C:23](=[O:32])[c:24]3[cH:25][cH:26][cH:27][cH:28][c:29]3[C:30]2=[O:31])[s:12][cH:13][c:14]1-[c:15]1[c:16]([Cl:21])[cH:17][cH:18][cH:19][cH:20]1.[CH3:3][OH:4].[ClH:33].[Na+:2].[OH-:1].[OH2:34]>>[O:7]=[C:8]([OH:9])[c:10]1[c:11]([N:22]2[C:23](=[O:32])[c:24]3[cH:25][cH:26][cH:27][cH:28][c:29]3[C:30]2=[O:31])[s:12][cH:13][c:14]1-[c:15]1[c:16]([Cl:21])[cH:17][cH:18][cH:19][cH:20]1. Starting materials: BrCC=Cc1ccccc1, [Na+], [OH-], O, OCCO. Yields the product OCCOCC=Cc1ccccc1. As a reaction SMILES: [CH2:7]([CH:8]=[CH:9][c:10]1[cH:11][cH:12][cH:13][cH:14][cH:15]1)[Br:16].[Na+:2].[OH-:1].[OH2:17].[OH:3][CH2:4][CH2:5][OH:6]>>[O:3]([CH2:4][CH2:5][OH:6])[CH2:7][CH:8]=[CH:9][c:10]1[cH:11][cH:12][cH:13][cH:14][cH:15]1. Reactants: CC(=O)C (acetone), C([O-])([O-])=O.[K+].[K+] (potassium carbonate), C(C=C(C)C)Br (prenyl bromide), OC1=CC2=C(N=C(S2)C#N)C=C1 (6-hydroxy-2-cyanobenzothiazole). Run in CCCCCCC.C(C)(=O)OCC (heptane ethyl acetate). Reaction conditions: time 28 hour. Product: C(C=C(C)C)OC1=CC2=C(N=C(S2)C#N)C=C1 (6-(Prenyloxy)-2-cyanobenzothiazole). The yield is 124.3%. As a reaction SMILES: CC(C)=O.C(=O)([O-])[O-].[K+].[K+].[CH2:11](Br)[CH:12]=[C:13]([CH3:15])[CH3:14].[OH:17][C:18]1[CH:28]=[CH:27][C:21]2[N:22]=[C:23]([C:25]#[N:26])[S:24][C:20]=2[CH:19]=1>CCCCCCC.C(OCC)(=O)C>[CH2:11]([O:17][C:18]1[CH:28]=[CH:27][C:21]2[N:22]=[C:23]([C:25]#[N:26])[S:24][C:20]=2[CH:19]=1)[CH:12]=[C:13]([CH3:15])[CH3:14] |f:1.2.3,6.7|. Procedure: To a dry 25-ml round-bottomed flask containing acetone (5 mL), anhydrous potassium carbonate (1.2 g, 8.4 mmol), and prenyl bromide (839 microliters, 7.3 mmole) was added 6-hydroxy-2-cyanobenzothiazole (1.0 g, 5.6 mmol). The mixture was refluxed under argon with stirring. Reaction progress was monitored by TLC analysis, developing with 2:1 heptane-ethyl acetate. After 28 h, the potassium carbonate was filtered from the cooled reaction mixture. The solution was concentrated in vacuo to yield 1.7 g... Starting materials: Cl.ClCC1=NC=CC(=C1C)OC (2-chloromethyl-4-methoxy-3-methylpyridine hydrochloride), FC1=CC2=C(N=C(N2)S)C=C1F (5,6-difluoro-2-benzimidazolethiol), [OH-].[Na+] (sodium hydroxide). Solvent: alcohol, O (water). Yields the product FC1=CC2=C(N=C(N2)SCC2=NC=CC(=C2C)OC)C=C1F (5,6-difluoro-2-[[(4-methoxy-3-methyl-2-pyridyl)methyl]thio]benzimidazole). As a reaction SMILES: [F:1][C:2]1[C:11]([F:12])=[CH:10][C:5]2[N:6]=[C:7]([SH:9])[NH:8][C:4]=2[CH:3]=1.Cl.Cl[CH2:15][C:16]1[C:21]([CH3:22])=[C:20]([O:23][CH3:24])[CH:19]=[CH:18][N:17]=1.[OH-].[Na+]>O>[F:12][C:11]1[C:2]([F:1])=[CH:3][C:4]2[N:8]=[C:7]([S:9][CH2:15][C:16]3[C:21]([CH3:22])=[C:20]([O:23][CH3:24])[CH:19]=[CH:18][N:17]=3)[NH:6][C:5]=2[CH:10]=1 |f:1.2,3.4|. Reported procedure: A suspension of 23 g of 5,6-difluoro-2-benzimidazolethiol in 740 ml of alcohol was treated with 22.1 g of 2-chloromethyl-4-methoxy-3-methylpyridine hydrochloride. A solution of 10 g of sodium hydroxide in 350 ml of water was added dropwise thereto while cooling with ice, the mixture was left to boil at reflux overnight and then concentrated to about 1/3 of its volume in a vacuum. After the addition of 1200 ml of water the crystals were filtered off and thereupon washed thoroughly first with wate... Starting materials: Cl (hydrogen chloride), O (water), [OH-].[Li+] (lithium hydroxide), ClC=1C=C(C=CC1F)N1N=C(C=C1C1=CC(=CC(=C1)F)C#N)C(=O)OCC (Ethyl 1-(3-chloro-4-fluorophenyl)-5-(3-cyano-5-fluorophenyl)-1H-pyrazole-3-carboxylate). Solvent: C1CCOC1 (THF). Reaction conditions: time 6 hour. Product: ClC=1C=C(C=CC1F)N1N=C(C=C1C1=CC(=CC(=C1)F)C#N)C(=O)O (1-(3-Chloro-4-fluorophenyl)-5-(3-cyano-5-fluorophenyl)-1H-pyrazole-3-carboxylic acid). Reaction SMILES: O.[OH-].[Li+].[Cl:4][C:5]1[CH:6]=[C:7]([N:12]2[C:16]([C:17]3[CH:22]=[C:21]([F:23])[CH:20]=[C:19]([C:24]#[N:25])[CH:18]=3)=[CH:15][C:14]([C:26]([O:28]CC)=[O:27])=[N:13]2)[CH:8]=[CH:9][C:10]=1[F:11].Cl>C1COCC1>[Cl:4][C:5]1[CH:6]=[C:7]([N:12]2[C:16]([C:17]3[CH:22]=[C:21]([F:23])[CH:20]=[C:19]([C:24]#[N:25])[CH:18]=3)=[CH:15][C:14]([C:26]([OH:28])=[O:27])=[N:13]2)[CH:8]=[CH:9][C:10]=1[F:11] |f:1.2|. Reported procedure: 12.0 ml of water and 741 mg (30.1 mmol) of lithium hydroxide are added to 1.20 g (3.10 mmol) of the carboxylic ester of Example 128A in 36.0 ml of THF. The mixture is stirred at RT for 6 h and a 1N aqueous hydrogen chloride solution is subsequently added to the reaction solution. The mixture is extracted with dichloromethane and the combined organic phases are dried over magnesium sulfate, filtered and concentrated in vacuo. 1.10 g (95% of theory) of the title compound are obtained. The reactants are FC=1C=C2CC[C@]([C@H](C2=CC1)C(C)C)(O)CCOS(=O)(=O)C1=CC=C(C=C1)C (toluene-4-sulfonic acid 2-((1S,2S)-6-fluoro-2-hydroxy-1-isopropyl-1,2,3,4-tetrahydro-naphthalen-2-yl)-ethyl ester), CN (MeNH2). Run in solution, CCO (EtOH), C(Cl)Cl (DCM). Conditions: temperature 40 celsius, time 8 hour. The product is FC=1C=C2CC[C@]([C@H](C2=CC1)C(C)C)(O)CCNC ((1S,2S)-6-fluoro-1-isopropyl-2-(2-methylamino-ethyl)-1,2,3,4-tetrahydro-naphthalen-2-ol). As a reaction SMILES: [F:1][C:2]1[CH:3]=[C:4]2[C:9](=[CH:10][CH:11]=1)[C@H:8]([CH:12]([CH3:14])[CH3:13])[C@:7]([CH2:16][CH2:17]OS(C1C=CC(C)=CC=1)(=O)=O)([OH:15])[CH2:6][CH2:5]2.[CH3:29][NH2:30]>CCO.C(Cl)Cl>[F:1][C:2]1[CH:3]=[C:4]2[C:9](=[CH:10][CH:11]=1)[C@H:8]([CH:12]([CH3:14])[CH3:13])[C@:7]([CH2:16][CH2:17][NH:30][CH3:29])([OH:15])[CH2:6][CH2:5]2. Procedure: 8 g of toluene-4-sulfonic acid 2-((1S,2S)-6-fluoro-2-hydroxy-1-isopropyl-1,2,3,4-tetrahydro-naphthalen-2-yl)-ethyl ester were dissolved in a 8 M solution of MeNH2 in EtOH (100 mL). The mixture was stirred overnight in at 40° C., diluted with DCM and washed with sat.-NaHCO3. The organic phase was dried over anh. Na2SO4 and concentrated to give 5.29 g of (1S,2S)-6-fluoro-1-isopropyl-2-(2-methylamino-ethyl)-1,2,3,4-tetrahydro-naphthalen-2-ol as beige solid.